Dataset: the Open Reaction Database (ORD), a public repository of structured organic reaction records. Task: describe an organic reaction: reactants, conditions, products, and yield The reactants are C=Cc1ccc2oc(C(=O)Nc3ccccc3NC(=O)OC(C)(C)C)cc2c1, C1CCOC1, B1C2CCCC1CCC2, [Na+], [OH-], O. The product is CC(C)(C)OC(=O)Nc1ccccc1NC(=O)c1cc2cc(CCO)ccc2o1. RXN SMILES: [C:1]([CH3:2])([CH3:3])([CH3:4])[O:5][C:6]([NH:7][c:8]1[c:9]([NH:14][C:15](=[O:16])[c:17]2[o:18][c:19]3[c:20]([cH:21]2)[cH:22][c:23]([CH:26]=[CH2:27])[cH:24][cH:25]3)[cH:10][cH:11][cH:12][cH:13]1)=[O:28].[CH2:40]1[O:41][CH2:42][CH2:43][CH2:44]1.[CH:29]12[CH2:30][CH2:31][CH2:32][CH:33]([BH:34]1)[CH2:35][CH2:36][CH2:37]2.[Na+:39].[OH-:38].[OH2:45]>>[C:1]([CH3:2])([CH3:3])([CH3:4])[O:5][C:6]([NH:7][c:8]1[c:9]([NH:14][C:15](=[O:16])[c:17]2[o:18][c:19]3[c:20]([cH:21]2)[cH:22][c:23]([CH2:26][CH2:27][OH:38])[cH:24][cH:25]3)[cH:10][cH:11][cH:12][cH:13]1)=[O:28]. The product is CCOC(=O)c1cnc(Oc2ccccc2)s1. RXN SMILES: [Br:1][c:2]1[s:3][c:4]([C:7](=[O:8])[O:9][CH2:10][CH3:11])[cH:5][n:6]1.[C:19](=[O:20])([O-:21])[O-:22].[CH3:25][N:26]([CH3:27])[CH:28]=[O:29].[K+:23].[K+:24].[OH:12][c:13]1[cH:14][cH:15][cH:16][cH:17][cH:18]1>>[c:2]1([O:12][c:13]2[cH:14][cH:15][cH:16][cH:17][cH:18]2)[s:3][c:4]([C:7](=[O:8])[O:9][CH2:10][CH3:11])[cH:5][n:6]1. Starting materials: CCOC(=O)c1cnc(Br)s1, O=C([O-])[O-], CN(C)C=O, [K+], [K+], Oc1ccccc1. The reactants are C(C1=CC=CC=C1)NC(=O)C=1C(=NC(=NC1)SC)NCC1=CC(=C(C=C1)OC)Cl (N-benzyl-4-((3-chloro-4-methoxybenzyl)amino)-2-(methylthio)pyrimidine-5-formamide), C1=CC(=CC(=C1)Cl)C(=O)OO (m-CPBA). Run in C(Cl)Cl (DCM). Reaction conditions: time 5 hour. Product: C(C1=CC=CC=C1)NC(=O)C=1C(=NC(=NC1)S(=O)C)NCC1=CC(=C(C=C1)OC)Cl (N-benzyl-4-((3-chloro-4-methoxybenzyl)amino)-2-(methylsulfinyl) pyrimidine-5-formamide). As a reaction SMILES: [CH2:1]([NH:8][C:9]([C:11]1[C:12]([NH:19][CH2:20][C:21]2[CH:26]=[CH:25][C:24]([O:27][CH3:28])=[C:23]([Cl:29])[CH:22]=2)=[N:13][C:14]([S:17][CH3:18])=[N:15][CH:16]=1)=[O:10])[C:2]1[CH:7]=[CH:6][CH:5]=[CH:4][CH:3]=1.C1C=C(Cl)C=C(C(OO)=[O:38])C=1>C(Cl)Cl>[CH2:1]([NH:8][C:9]([C:11]1[C:12]([NH:19][CH2:20][C:21]2[CH:26]=[CH:25][C:24]([O:27][CH3:28])=[C:23]([Cl:29])[CH:22]=2)=[N:13][C:14]([S:17]([CH3:18])=[O:38])=[N:15][CH:16]=1)=[O:10])[C:2]1[CH:7]=[CH:6][CH:5]=[CH:4][CH:3]=1. Reported procedure: In DCM (20 mL) was dissolved N-benzyl-4-((3-chloro-4-methoxybenzyl)amino)-2-(methylthio)pyrimidine-5-formamide (201 mg, 0.47 mmol). Then was added m-CPBA (80 mg, 0.47 mmol). The reaction was conducted at ambient temperature for 5 h. After the reaction was completed, the reaction mixture was washed with water and extracted with DCM. The organic phase was dried, and the solvent was removed by rotary evaporation. The obtained solid was used in the subsequent procedure without further purification. Reactants: N1N=CC=C1 (pyrazole), [H-].[K+] (potassium hydride), NC1=NC(=C(C(=N1)Br)C#N)SC (2-amino-4-bromo-6-methylsulfanyl-pyrimidine-5-carbonitrile). Solvent: COCCOCCOC (diglyme). Run at temperature 60 celsius. Yields the product NC1=NC(=C(C(=N1)SC)C#N)N1N=CC=C1 (2-amino-4-methylsulfanyl-6-pyrazol-1-yl-pyrimidine-5-carbonitrile). Yield: 27.4%. As a reaction SMILES: [NH:1]1[CH:5]=[CH:4][CH:3]=[N:2]1.[H-].[K+].[NH2:8][C:9]1[N:14]=[C:13](Br)[C:12]([C:16]#[N:17])=[C:11]([S:18][CH3:19])[N:10]=1>COCCOCCOC>[NH2:8][C:9]1[N:10]=[C:11]([S:18][CH3:19])[C:12]([C:16]#[N:17])=[C:13]([N:1]2[CH:5]=[CH:4][CH:3]=[N:2]2)[N:14]=1 |f:1.2|. Reported procedure: To a stirred solution of 500 mg (7.34 mmol) pyrazole in 15 ml diglyme at room temperature under argon was added 0.90 ml (7.34 mmol) potassium hydride (35% dispersion in oil) and the reaction mixture heated at 60° C. for 2 hours. 1.50 g (6.12 mmol) 2-amino-4-bromo-6-methylsulfanyl-pyrimidine-5-carbonitrile was then added and the reaction mixture heated at 60° C. for 16 h, then cooled to room temperature, 2 g of kieselgel added, and the mixture concentrated in vacuo. Flash chromatography (ethyl ac... The reactants are C1(CCCCC1)P(C1CCCCC1)C1CCCCC1 (tricyclohexylphosphine), [F-].[Cs+] (cesium fluoride), C(C1=CC=CC=C1)OC=1C=CC2=C(SC(=C2OC2=CC=C(OCCN3CCCCC3)C=C2)C2=CC(=C(C=C2)S(=O)(=O)C)F)C1 ((2-{4-[6-Benzyloxy-2-(3-fluoro-4-methanesulfonyl-phenyl)-benzo[b]thiophen-3-yloxy]-phenoxy}-ethyl)-piperidine), B1(OCC(CO1)(C)C)B2OCC(CO2)(C)C (bis(neopentylglycolato)diboron), BrC1=CC(=C(C=C1)S(=O)(=O)C)SC (4-bromo-1-methanesulfonyl-2-methylsulfanyl-benzene). Reagents/catalysts: C(C)(=O)[O-].[Pd+2].C(C)(=O)[O-] (palladium (II) acetate). Run in C(C)#N (acetonitrile), CCOC(=O)C (EtOAc), C(C)#N (acetonitrile). Reaction conditions: temperature 90 celsius, time 5 minute. The product is CS(=O)(=O)C1=C(C=C(C=C1)C1=C(C2=CC=C(C=C2C=C1)OC)OC1=CC=C(OCCN2CCCCC2)C=C1)SC (1-(2-{4-[2-(4-Methanesulfonyl-3-methylsulfanyl-phenyl)-6-methoxy-naphthalen-1-yloxy]-phenoxy}-ethyl)-piperidine). Yield: 68.3%. RXN SMILES: C1(P(C2CCCCC2)C2CCCCC2)CCCCC1.[F-].[Cs+].[CH2:22]([O:29][C:30]1[CH:31]=[CH:32][C:33]2[C:37]([O:38][C:39]3[CH:53]=[CH:52][C:42]([O:43][CH2:44][CH2:45][N:46]4[CH2:51][CH2:50][CH2:49][CH2:48][CH2:47]4)=[CH:41][CH:40]=3)=[C:36]([C:54]3C=CC(S(C)(=O)=O)=C(F)[CH:55]=3)S[C:34]=2[CH:65]=1)C1C=CC=CC=1.B1(B2OCC(C)(C)CO2)OCC(C)(C)CO1.Br[C:83]1[CH:88]=[CH:87][C:86]([S:89]([CH3:92])(=[O:91])=[O:90])=[C:85]([S:93][CH3:94])[CH:84]=1>C(#N)C.CCOC(C)=O.C([O-])(=O)C.[Pd+2].C([O-])(=O)C>[CH3:92][S:89]([C:86]1[CH:87]=[CH:88][C:83]([C:36]2[CH:54]=[CH:55][C:32]3[C:33](=[CH:34][CH:65]=[C:30]([O:29][CH3:22])[CH:31]=3)[C:37]=2[O:38][C:39]2[CH:53]=[CH:52][C:42]([O:43][CH2:44][CH2:45][N:46]3[CH2:47][CH2:48][CH2:49][CH2:50][CH2:51]3)=[CH:41][CH:40]=2)=[CH:84][C:85]=1[S:93][CH3:94])(=[O:91])=[O:90] |f:1.2,8.9.10|. Procedure: Combine palladium (II) acetate (13 mg, 0.06 mmol), tricyclohexylphosphine (27 mg, 0.10 mmol), cesium fluoride (518 mg, 3.4 mmol) and acetonitrile (10 mL). Stir for 5 minutes. Add the compound of Preparation 1 (200 mg, 0.38 mmol) and bis(neopentylglycolato)diboron (129 mg, 0.57 mmol). Heat to 90° C. for 1 minute and add 4-bromo-1-methanesulfonyl-2-methylsulfanyl-benzene (118 mg, 0.42 mmol) in acetonitrile (4 mL). Stir at 90° C. for 10 minutes. Cool to room temperature and dilute the solution with... Starting materials: FC(C1=CC(=NC=2N1N=CC2C#C)C2=CC=C(C=C2)C(F)(F)F)F (7-Difluoromethyl-3-ethynyl-5-(4-trifluoromethyl-phenyl)-pyrazolo[1,5-a]pyrimidine), BrC=1C=CC(=C(C1)S(=O)(=O)NC(CO)(C)C)OC (5-Bromo-N-(2-hydroxy-1,1-dimethyl-ethyl)-2-methoxy-benzenesulfonamide). The product is FC(C1=CC(=NC=2N1N=CC2C#CC=2C=CC(=C(C2)S(=O)(=O)NC(CO)(C)C)OC)C2=CC=C(C=C2)C(F)(F)F)F (5-[7-Difluoromethyl-5-(4-trifluoromethyl-phenyl)-pyrazolo[1,5-a]pyrimidin-3-ylethynyl]-N-(2-hydroxy-1,1-dimethyl-ethyl)-2-methoxy-benzenesulfonamide), solid. Isolated yield 23.0%. Reaction SMILES: [F:1][CH:2]([F:24])[C:3]1[N:8]2[N:9]=[CH:10][C:11]([C:12]#[CH:13])=[C:7]2[N:6]=[C:5]([C:14]2[CH:19]=[CH:18][C:17]([C:20]([F:23])([F:22])[F:21])=[CH:16][CH:15]=2)[CH:4]=1.Br[C:26]1[CH:27]=[CH:28][C:29]([O:41][CH3:42])=[C:30]([S:32]([NH:35][C:36]([CH3:40])([CH3:39])[CH2:37][OH:38])(=[O:34])=[O:33])[CH:31]=1>>[F:24][CH:2]([F:1])[C:3]1[N:8]2[N:9]=[CH:10][C:11]([C:12]#[C:13][C:26]3[CH:27]=[CH:28][C:29]([O:41][CH3:42])=[C:30]([S:32]([NH:35][C:36]([CH3:39])([CH3:40])[CH2:37][OH:38])(=[O:34])=[O:33])[CH:31]=3)=[C:7]2[N:6]=[C:5]([C:14]2[CH:19]=[CH:18][C:17]([C:20]([F:23])([F:22])[F:21])=[CH:16][CH:15]=2)[CH:4]=1. Procedure details: The title compound was prepared from 7-Difluoromethyl-3-ethynyl-5-(4-trifluoromethyl-phenyl)-pyrazolo[1,5-a]pyrimidine (example C.2)(337 mg, 1.0 mmol) and 5-Bromo-N-(2-hydroxy-1,1-dimethyl-ethyl)-2-methoxy-benzenesulfonamide (example B.7) (440 mg, 1.3 mmol) according to general procedure II. Obtained as a yellow solid (135 mg, 23%). MS (ISP) 595.3[(M+H)+]; mp 178-180° C. The reactants are COC(=O)c1ccn(S(=O)(=O)c2ccc3c(c2)nc(C(C)(C)C)n3CC2CCOCC2)c1, [Li+], [OH-]. The product is CC(C)(C)c1nc2cc(S(=O)(=O)n3ccc(C(=O)O)c3)ccc2n1CC1CCOCC1. As a reaction SMILES: [C:3]([CH3:4])([CH3:5])([CH3:6])[c:7]1[n:8][c:9]2[c:10]([n:11]1[CH2:12][CH:13]1[CH2:14][CH2:15][O:16][CH2:17][CH2:18]1)[cH:19][cH:20][c:21]([S:23](=[O:24])(=[O:25])[n:26]1[cH:27][c:28]([C:31](=[O:32])[O:33][CH3:34])[cH:29][cH:30]1)[cH:22]2.[Li+:1].[OH-:2]>>[C:3]([CH3:4])([CH3:5])([CH3:6])[c:7]1[n:8][c:9]2[c:10]([n:11]1[CH2:12][CH:13]1[CH2:14][CH2:15][O:16][CH2:17][CH2:18]1)[cH:19][cH:20][c:21]([S:23](=[O:24])(=[O:25])[n:26]1[cH:27][c:28]([C:31](=[O:32])[OH:33])[cH:29][cH:30]1)[cH:22]2. Procedure: A mixture of 0.5 g 5-amino-1-indanone, 1.3 g oxindole and 3 ml piperidine in 5 ml of dimethylforamide was heated in a sealed tube at 130° C. for 3 days to yield a reddish-black suspension. The mixture was added to 1N hydrochloric acid and extracted with ethyl acetate. The organic layer was washed with brine, dried with magnesium sulfate and concentrated. Chromatography afforded 45 mg of 3-(5-aminoindan-1-ylidene)-1,3-dihydroindol-2-one as a brown solid. Run at temperature 130 celsius. Isolated yield 5.0%. Reactants: Cl (hydrochloric acid), NC=1C=C2CCC(C2=CC1)=O (5-amino-1-indanone), N1C(CC2=CC=CC=C12)=O (oxindole), N1CCCCC1 (piperidine). Run in CN(C=O)C (dimethylforamide). Reaction SMILES: [NH2:1][C:2]1[CH:3]=[C:4]2[C:8](=[CH:9][CH:10]=1)[C:7](=O)[CH2:6][CH2:5]2.[NH:12]1[C:20]2[C:15](=[CH:16][CH:17]=[CH:18][CH:19]=2)[CH2:14][C:13]1=[O:21].N1CCCCC1.Cl>CN(C)C=O>[NH2:1][C:2]1[CH:3]=[C:4]2[C:8](=[CH:9][CH:10]=1)[C:7](=[C:14]1[C:15]3[C:20](=[CH:19][CH:18]=[CH:17][CH:16]=3)[NH:12][C:13]1=[O:21])[CH2:6][CH2:5]2. Product: NC=1C=C2CCC(C2=CC1)=C1C(NC2=CC=CC=C12)=O (3-(5-aminoindan-1-ylidene)-1,3-dihydroindol-2-one). Reactants: CC(C)(C)[Si](OC1CC(=O)C1)(c1ccccc1)c1ccccc1, CCOP(=O)(CC#N)OCC, CC(C)(C)[O-], [K+], C1CCOC1. The product is CC(C)(C)[Si](OC1CC(=CC#N)C1)(c1ccccc1)c1ccccc1. Reaction SMILES: [C:18]([CH3:19])([CH3:20])([CH3:21])[Si:22]([O:23][CH:24]1[CH2:25][C:26](=[O:28])[CH2:27]1)([c:29]1[cH:30][cH:31][cH:32][cH:33][cH:34]1)[c:35]1[cH:36][cH:37][cH:38][cH:39][cH:40]1.[C:7](#[N:8])[CH2:9][P:10](=[O:11])([O:12][CH2:13][CH3:14])[O:15][CH2:16][CH3:17].[CH3:1][C:2]([CH3:3])([O-:4])[CH3:5].[K+:6].[O:41]1[CH2:42][CH2:43][CH2:44][CH2:45]1>>[C:7](#[N:8])[CH:9]=[C:26]1[CH2:25][CH:24]([O:23][Si:22]([C:18]([CH3:19])([CH3:20])[CH3:21])([c:29]2[cH:30][cH:31][cH:32][cH:33][cH:34]2)[c:35]2[cH:36][cH:37][cH:38][cH:39][cH:40]2)[CH2:27]1. The reactants are O=C1N(C2CCCCC2)CC(CO)C1(c1ccccc1)c1ccccc1, ClC(Cl)Cl, O=S(Cl)Cl, c1ccncc1. The product is O=C1N(C2CCCCC2)CC(CCl)C1(c1ccccc1)c1ccccc1. As a reaction SMILES: [CH:1]1([N:7]2[C:8](=[O:26])[C:9]([c:14]3[cH:15][cH:16][cH:17][cH:18][cH:19]3)([c:20]3[cH:21][cH:22][cH:23][cH:24][cH:25]3)[CH:10]([CH2:12][OH:13])[CH2:11]2)[CH2:2][CH2:3][CH2:4][CH2:5][CH2:6]1.[CH:37]([Cl:38])([Cl:39])[Cl:40].[S:27]([Cl:28])([Cl:29])=[O:30].[cH:31]1[cH:32][cH:33][n:34][cH:35][cH:36]1>>[CH:1]1([N:7]2[C:8](=[O:26])[C:9]([c:14]3[cH:15][cH:16][cH:17][cH:18][cH:19]3)([c:20]3[cH:21][cH:22][cH:23][cH:24][cH:25]3)[CH:10]([CH2:12][Cl:29])[CH2:11]2)[CH2:2][CH2:3][CH2:4][CH2:5][CH2:6]1.